Dataset: the Open Reaction Database (ORD), a public repository of structured organic reaction records. Task: describe an organic reaction: reactants, conditions, products, and yield Starting materials: CS(C)=O, CCOC(C)=O, N#CC1CCCN1C(=O)CCl, Cl, [K+], [K+], NC12CC3CC1CC(O)(C3)C2, O=C([O-])[O-]. The product is N#CC1CCCN1C(=O)CNC12CC3CC1CC(O)(C3)C2. Reaction SMILES: [CH3:30][S:31]([CH3:32])=[O:33].[CH3:34][CH2:35][O:36][C:37]([CH3:38])=[O:39].[Cl:19][CH2:20][C:21](=[O:22])[N:23]1[CH:24]([C:28]#[N:29])[CH2:25][CH2:26][CH2:27]1.[ClH:1].[K+:13].[K+:14].[NH2:2][C:3]12[CH2:4][C:5]3([OH:12])[CH2:6][CH:7]1[CH2:8][CH:9]([CH2:10]2)[CH2:11]3.[O-:15][C:16]([O-:17])=[O:18]>>[NH:2]([C:3]12[CH2:4][C:5]3([OH:12])[CH2:6][CH:7]1[CH2:8][CH:9]([CH2:10]2)[CH2:11]3)[CH2:20][C:21](=[O:22])[N:23]1[CH:24]([C:28]#[N:29])[CH2:25][CH2:26][CH2:27]1. The reactants are C(C)(=O)O[C@H]1C=C([C@@H](C2(CCCC2)C1)C(=O)OC)C (trans-methyl 9-acetoxy-7-methylspiro[4.5]dec-7-ene-6-carboxylate), C1CCC2=NCCCN2CC1 (DBU). The solvent is Cl (HCl). Reaction conditions: temperature 40 celsius, time 7 hour. The product is crude product, CC1=C(C2(CCCC2)CC=C1)C(=O)OC (methyl 7-methylspiro[4.5]deca-6,8-diene-6-carboxylate). Yield: 13.0%. As a reaction SMILES: C(O[C@@H:5]1[CH2:14][C:9]2([CH2:13][CH2:12][CH2:11][CH2:10]2)[C@@H:8]([C:15]([O:17][CH3:18])=[O:16])[C:7]([CH3:19])=[CH:6]1)(=O)C.C1CCN2C(=NCCC2)CC1>Cl>[CH3:19][C:7]1[CH:6]=[CH:5][CH2:14][C:9]2([CH2:10][CH2:11][CH2:12][CH2:13]2)[C:8]=1[C:15]([O:17][CH3:18])=[O:16]. Procedure details: A part of the crude trans-methyl 9-acetoxy-7-methylspiro[4.5]dec-7-ene-6-carboxylate obtained (2.4 g) was dissolved in DBU (13 g, 85.6 mmol) and stirred for 21 h at 20° C. and for 7 h at 40° C. The reaction mixture was poured into cold 2N aqueous HCl (60 ml), and extracted twice with cyclohexane (50 ml). The combined organic phases were washed with water (50 ml), with a saturated aqueous solution of NaCl (50 ml), dried (MgSO4), and concentrated. FC (500 g SiO2, pentane/Et2O 100:1) of the crude p... Yields the product CCCc1cc(NC(CC(C)C)C(=O)NCCCOCC)nc(-c2ccc(OC(F)(F)F)cc2)n1. Reactants: CCCc1cc(NC(CC(C)C)C(=O)NCCCOCC)nc(Cl)n1, CC#N, OB(O)c1ccc(OC(F)(F)F)cc1, [Na+], [Na+], O=C([O-])[O-]. RXN SMILES: [CH2:1]([CH3:2])[O:3][CH2:4][CH2:5][CH2:6][NH:7][C:8]([CH:9]([CH2:10][CH:11]([CH3:12])[CH3:13])[NH:14][c:15]1[n:16][c:17]([Cl:24])[n:18][c:19]([CH2:21][CH2:22][CH3:23])[cH:20]1)=[O:25].[CH3:46][C:47]#[N:48].[F:26][C:27]([O:28][c:29]1[cH:30][cH:31][c:32]([B:35]([OH:36])[OH:37])[cH:33][cH:34]1)([F:38])[F:39].[Na+:40].[Na+:41].[O-:42][C:43](=[O:44])[O-:45]>>[CH2:1]([CH3:2])[O:3][CH2:4][CH2:5][CH2:6][NH:7][C:8]([CH:9]([CH2:10][CH:11]([CH3:12])[CH3:13])[NH:14][c:15]1[n:16][c:17](-[c:32]2[cH:31][cH:30][c:29]([O:28][C:27]([F:26])([F:38])[F:39])[cH:34][cH:33]2)[n:18][c:19]([CH2:21][CH2:22][CH3:23])[cH:20]1)=[O:25]. Starting materials: O=C1NC(C(=N1)P(OCC)(OCC)=O)=O (diethyl 2,5-dioxo-4-imidazolylphosphonate), C(=O)([O-])[O-].[K+].[K+] (K2CO3), ICCCC (1-iodobutane). Run in CN(C)C=O (DMF), C(C)(=O)OCC (ethyl acetate). Reaction conditions: time 16 hour. The product is C(CCC)N1C(N=C(C1=O)P(OCC)(OCC)=O)=O (Diethyl 1-Butyl-2,5-Dioxo-4-Imidazolylphosphonate). As a reaction SMILES: [O:1]=[C:2]1[N:6]=[C:5]([P:7](=[O:14])([O:11][CH2:12][CH3:13])[O:8][CH2:9][CH3:10])[C:4](=[O:15])[NH:3]1.C([O-])([O-])=O.[K+].[K+].I[CH2:23][CH2:24][CH2:25][CH3:26]>CN(C=O)C.C(OCC)(=O)C>[CH2:23]([N:3]1[C:4](=[O:15])[C:5]([P:7](=[O:14])([O:11][CH2:12][CH3:13])[O:8][CH2:9][CH3:10])=[N:6][C:2]1=[O:1])[CH2:24][CH2:25][CH3:26] |f:1.2.3|. Procedure details: To a solution of diethyl 2,5-dioxo-4-imidazolylphosphonate (6.00 g, 0.025 moles) in DMF (15 mL), under N2, is added K2CO3 (17.5 g, 0.127 moles) and 1-iodobutane (2.9 mL, 0.025 moles). This mixture is stirred at room temperature for 16 hours and then the mixture is filtered and the solid washed with ethyl acetate. The filtrate is concentrated in vacuo, to afford a yellow oil which is redissolved in ethyl acetate and washed with water and brine and then dried over MgSO4. Evaporation of solvents un...